Dataset: the Open Reaction Database (ORD), a public repository of structured organic reaction records. Task: describe an organic reaction: reactants, conditions, products, and yield The reactants are C(CCC)[Li] (n-butyllithium), cuprous iodide, C(CCC)P(CCCC)CCCC (tri-n-butylphosphine), C1(C=CCCC1)=O (2-cyclohexenone), C1(C=2C(C(=O)O1)=CC=CC2)=O (Phthalic anhydride), [OH-].[Na+] (sodium hydroxide). Run in CCCCCC (hexane), C(C)OCC (diethyl ether), O (water). Run at time 1 hour. The product is C(CCC)C1CC(CCC1)=O (3-n-butylcyclohexanone). The yield is 53.0%. Reaction SMILES: C(P(CCCC)CCCC)CCC.[CH2:14]([Li])[CH2:15][CH2:16][CH3:17].[C:19]1(=[O:25])[CH2:24][CH2:23][CH2:22][CH:21]=[CH:20]1.C1(=O)OC(=O)C2=CC=CC=C12.[OH-].[Na+]>O.CCCCCC.C(OCC)C>[CH2:14]([CH:21]1[CH2:22][CH2:23][CH2:24][C:19](=[O:25])[CH2:20]1)[CH2:15][CH2:16][CH3:17] |f:4.5|. Procedure: To 30 ml of anhydrous diethyl ether were added 3.8 g (20 mmol) of cuprous iodide and 4.0 g (20 mmol) of tri-n-butylphosphine, and the mixture was stirred for about 1 hour at room temperature in an atmosphere of nitrogen and then cooled to -78° C. Then, 25.6 ml (40 mmol) of a 15 % by weight hexane solution of n-butyllithium was added, and the mixture was stirred for 30 minutes, and 1.92 g (20 mmol) of 2-cyclohexenone was added. The mixture was further stirred for 1 hour at -78° C. Then, 5 ml of h... The reactants are [BH4-], COC(=O)Cc1ccc(C#Cc2cc(C(C)(C)C)c(OC(C)C)c(C=O)c2C)cc1, CO, [Na+]. The product is COC(=O)Cc1ccc(C#Cc2cc(C(C)(C)C)c(OC(C)C)c(CO)c2C)cc1. As a reaction SMILES: [BH4-:31].[CH3:1][O:2][C:3]([CH2:4][c:5]1[cH:6][cH:7][c:8]([C:11]#[C:12][c:13]2[c:14]([CH3:29])[c:15]([CH:27]=[O:28])[c:16]([O:23][CH:24]([CH3:25])[CH3:26])[c:17]([C:19]([CH3:20])([CH3:21])[CH3:22])[cH:18]2)[cH:9][cH:10]1)=[O:30].[CH3:33][OH:34].[Na+:32]>>[CH3:1][O:2][C:3]([CH2:4][c:5]1[cH:6][cH:7][c:8]([C:11]#[C:12][c:13]2[c:14]([CH3:29])[c:15]([CH2:27][OH:28])[c:16]([O:23][CH:24]([CH3:25])[CH3:26])[c:17]([C:19]([CH3:20])([CH3:21])[CH3:22])[cH:18]2)[cH:9][cH:10]1)=[O:30].